This data is from the Open Reaction Database (ORD), a public repository of structured organic reaction records. The task is: describe an organic reaction: reactants, conditions, products, and yield The reactants are [OH-].[K+] (potassium hydroxide), CS(=O)(=O)C=1N=NC(=C(N1)C=1C=NC=CC1)C1=CC=CC=C1 (3-(methylsulfonyl)-6-phenyl-5-(pyridin-3-yl)-1,2,4-triazine), Cl (HCl). Run in O.C1CCOC1 (H2O THF). The product is C1(=CC=CC=C1)C=1C(=NC(NN1)=O)C=1C=NC=CC1 (6-Phenyl-5-(pyridine-3-yl)-1,2,4-triazin-3(2H)-one). Yield: 92.8%. RXN SMILES: CS([C:5]1[N:6]=[N:7][C:8]([C:17]2[CH:22]=[CH:21][CH:20]=[CH:19][CH:18]=2)=[C:9]([C:11]2[CH:12]=[N:13][CH:14]=[CH:15][CH:16]=2)[N:10]=1)(=O)=O.[OH-:23].[K+].Cl>O.C1COCC1>[C:17]1([C:8]2[C:9]([C:11]3[CH:12]=[N:13][CH:14]=[CH:15][CH:16]=3)=[N:10][C:5](=[O:23])[NH:6][N:7]=2)[CH:22]=[CH:21][CH:20]=[CH:19][CH:18]=1 |f:1.2,4.5|. Reported procedure: To a solution of 3-(methylsulfonyl)-6-phenyl-5-(pyridin-3-yl)-1,2,4-triazine (0.035 g, 0.112 mmol) in a 1:1 mixture of H2O/THF (1.5 mL) was added potassium hydroxide (0.037 g, 0.560 mmol). The reaction was heated at reflux for 2 h. Upon completion, the reaction mixture was cooled to room temperature and neutralized with 1 M HCl, then extracted with EtOAc. The combined organic layers were washed with H2O, brine, dried over MgSO4 and concentrated to give the title compound as a yellow solid (0.026... Starting materials: [Si](C)(C)(C(C)(C)C)OCC1(CC=2N(CCS1)C(=NN2)C2(CC2)C2=CC=C(C=C2)B2OC(C(O2)(C)C)(C)C)C (8-({[Tert-butyl(dimethyl)silyl]oxy}methyl)-8-methyl-3-{1-[4-(4,4,5,5-tetramethyl-1,3,2-dioxaborolan-2-yl)phenyl]cyclopropyl}-5,6,8,9-tetrahydro[1,2,4]triazolo[4,3-d][1,4]thiazepine), BrC=1C(=NC=CC1)C#N (3-bromopyridine-2-carbonitrile), C([O-])([O-])=O.[K+].[K+] (potassium carbonate), C(O)([O-])=O.[Na+] (sodium hydrogencarbonate). Reagents/catalysts: C=1C=CC(=CC1)[P](C=2C=CC=CC2)(C=3C=CC=CC3)[Pd]([P](C=4C=CC=CC4)(C=5C=CC=CC5)C=6C=CC=CC6)([P](C=7C=CC=CC7)(C=8C=CC=CC8)C=9C=CC=CC9)[P](C=1C=CC=CC1)(C=1C=CC=CC1)C=1C=CC=CC1 (tetrakis(triphenylphosphine)palladium(0)). The solvent is C(OC)COC (dimethoxyethane), O (water). Product: [Si](C)(C)(C(C)(C)C)OCC1(CC=2N(CCS1)C(=NN2)C2(CC2)C2=CC=C(C=C2)C=2C(=NC=CC2)C#N)C (3-(4-{1-[8-({[Tert-butyl(dimethyl)silyl]oxy}methyl)-8-methyl-5,6,8,9-tetrahydro[1,2,4]triazolo[4,3-d][1,4]thiazepin-3-yl]cyclopropyl}phenyl)pyridin-2-carbonitrile). The yield is 79.2%. As a reaction SMILES: [Si:1]([O:8][CH2:9][C:10]1([CH3:38])[S:16][CH2:15][CH2:14][N:13]2[C:17]([C:20]3([C:23]4[CH:28]=[CH:27][C:26](B5OC(C)(C)C(C)(C)O5)=[CH:25][CH:24]=4)[CH2:22][CH2:21]3)=[N:18][N:19]=[C:12]2[CH2:11]1)([C:4]([CH3:7])([CH3:6])[CH3:5])([CH3:3])[CH3:2].Br[C:40]1[C:41]([C:46]#[N:47])=[N:42][CH:43]=[CH:44][CH:45]=1.C(=O)([O-])[O-].[K+].[K+].C(=O)([O-])O.[Na+]>C(COC)OC.O.C1C=CC([P]([Pd]([P](C2C=CC=CC=2)(C2C=CC=CC=2)C2C=CC=CC=2)([P](C2C=CC=CC=2)(C2C=CC=CC=2)C2C=CC=CC=2)[P](C2C=CC=CC=2)(C2C=CC=CC=2)C2C=CC=CC=2)(C2C=CC=CC=2)C2C=CC=CC=2)=CC=1>[Si:1]([O:8][CH2:9][C:10]1([CH3:38])[S:16][CH2:15][CH2:14][N:13]2[C:17]([C:20]3([C:23]4[CH:28]=[CH:27][C:26]([C:40]5[C:41]([C:46]#[N:47])=[N:42][CH:43]=[CH:44][CH:45]=5)=[CH:25][CH:24]=4)[CH2:22][CH2:21]3)=[N:18][N:19]=[C:12]2[CH2:11]1)([C:4]([CH3:5])([CH3:7])[CH3:6])([CH3:3])[CH3:2] |f:2.3.4,5.6,^1:69,71,90,109|. Reported procedure: A solution of the compound (555 mg, 1.0 mmol) obtained in Example 16-5), 3-bromopyridine-2-carbonitrile (283 mg, 1.5 mmol), tetrakis(triphenylphosphine)palladium(0) (231 mg, 0.2 mmol), and potassium carbonate (276 mg, 2 mmol) in dimethoxyethane (4 mL) and water (1 mL) was stirred at 130° C. for 1.5 h under microwave irradiation. The reaction mixture was cooled to room temperature, saturated aqueous sodium hydrogencarbonate was added to the reaction mixture, the mixture was extracted with dichlor... Reactants: O1C(=NC2=C1C=CC=C2)OCC=2C(N(C=CC2)CCCC)=O (3-(benzoxazol-2-yloxymethyl)-1-butyl-2-pyridone), S(=O)(Cl)Cl (thionyl chloride). Solvent: C(Cl)Cl (methylene chloride). Reaction conditions: time 1 hour. Product: C(CCC)N1C(C(=CC=C1)CCl)=O (1-butyl-3-chloromethyl-2-pyridone). RXN SMILES: O1C2C=CC=CC=2N=C1O[CH2:11][C:12]1[C:13](=[O:22])[N:14]([CH2:18][CH2:19][CH2:20][CH3:21])[CH:15]=[CH:16][CH:17]=1.S(Cl)([Cl:25])=O>C(Cl)Cl>[CH2:18]([N:14]1[CH:15]=[CH:16][CH:17]=[C:12]([CH2:11][Cl:25])[C:13]1=[O:22])[CH2:19][CH2:20][CH3:21]. Procedure details: To a solution of 3-(benzoxazol-2-yloxymethyl)-1-butyl-2-pyridone (7-008-03) (169 mg) in methylene chloride (4.0 mL) was added thionyl chloride (122 mg) at room temperature. After stirring for 1 h, the solvent was removed to 1-butyl-3-chloromethyl-2-pyridone (7-008-04) as an oil. The reactants are ClC(Cl)(OC(OC(Cl)(Cl)Cl)=O)Cl (triphosgene), N1=CC=CC=C1 (pyridine), NC1=C(C=C(C=C1)CC(=O)OCC)Cl (ethyl 4-amino-3-chlorophenylacetate), N1CCC2=CC=CC=C12 (indoline). Solvent: C(Cl)Cl (methylene chloride), O (Water). Reaction conditions: temperature 0 celsius. Product: ClC=1C=C(C=CC1NC(=O)N1CCC2=CC=CC=C12)CC(=O)OCC (ethyl 3-chloro-4-(1-indolinylcarbonylamino)phenylacetate). Yield: 274.2%. Reaction SMILES: ClC(Cl)(O[C:5](=[O:11])OC(Cl)(Cl)Cl)Cl.N1C=CC=CC=1.[NH2:19][C:20]1[CH:25]=[CH:24][C:23]([CH2:26][C:27]([O:29][CH2:30][CH3:31])=[O:28])=[CH:22][C:21]=1[Cl:32].[NH:33]1[C:41]2[C:36](=[CH:37][CH:38]=[CH:39][CH:40]=2)[CH2:35][CH2:34]1>C(Cl)Cl.O>[Cl:32][C:21]1[CH:22]=[C:23]([CH2:26][C:27]([O:29][CH2:30][CH3:31])=[O:28])[CH:24]=[CH:25][C:20]=1[NH:19][C:5]([N:33]1[C:41]2[C:36](=[CH:37][CH:38]=[CH:39][CH:40]=2)[CH2:35][CH2:34]1)=[O:11]. Procedure details: In methylene chloride (50 ml), triphosgene (926 mg, 3.12 mmol) and then pyridine (5 ml) were added to ethyl 4-amino-3-chlorophenylacetate (2.00 g, 9.36 mmol) under stirring at 0° C. After stirring at the same temperature for 15 minutes, indoline (1.05 ml, 9.36 mmol) was added. The reaction mixture was further stirred for 15 minutes at room temperature. Water (50 ml) was added to the reaction mixture, followed by extraction with ethyl acetate (300 ml). The extract was washed with saturated brine,... Starting materials: CN=C=S, CCO, CCOC(C)=O, NCCCCc1nccs1. Product: CNC(=S)NCCCCc1nccs1. Reaction SMILES: [CH3:11][N:12]=[C:13]=[S:14].[CH3:15][CH2:16][OH:17].[CH3:18][CH2:19][O:20][C:21](=[O:22])[CH3:23].[NH2:1][CH2:2][CH2:3][CH2:4][CH2:5][c:6]1[s:7][cH:8][cH:9][n:10]1>>[NH:1]([CH2:2][CH2:3][CH2:4][CH2:5][c:6]1[s:7][cH:8][cH:9][n:10]1)[C:13]([NH:12][CH3:11])=[S:14].